This data is from the Open Reaction Database (ORD), a public repository of structured organic reaction records. The task is: describe an organic reaction: reactants, conditions, products, and yield Starting materials: N1=CC=C(C=C1)N1CC2(CCN(C2)C(=O)OC(C)(C)C)CC1 (tert-Butyl 7-(pyridin-4-yl)-2,7-diazaspiro[4.4]nonane-2-carboxylate), Cl (hydrogen chloride), CO (methanol). Reaction conditions: temperature 0 celsius, time 30 minute. The product is Cl.Cl.N1=CC=C(C=C1)N1CC2(CC1)CNCC2 (2-(Pyridin-4-yl)-2,7-diazaspiro[4.4]nonane dihydrochloride). RXN SMILES: [N:1]1[CH:6]=[CH:5][C:4]([N:7]2[CH2:22][CH2:21][C:9]3([CH2:13][N:12](C(OC(C)(C)C)=O)[CH2:11][CH2:10]3)[CH2:8]2)=[CH:3][CH:2]=1.[ClH:23].CO>>[ClH:23].[ClH:23].[N:1]1[CH:2]=[CH:3][C:4]([N:7]2[CH2:22][CH2:21][C:9]3([CH2:10][CH2:11][NH:12][CH2:13]3)[CH2:8]2)=[CH:5][CH:6]=1 |f:3.4.5|. Reported procedure: tert-Butyl 7-(pyridin-4-yl)-2,7-diazaspiro[4.4]nonane-2-carboxylate (2.208 mmol, 1 eq) was heated at the boiling temperature with hydrogen chloride in methanol (1.25 M, 6 eq) for 30 min. The methanol was concentrated in vacuo, the residue was dissolved in analytical grade ethanol (5 ml), and analytical grade acetone (25 ml) was added. The mixture was stirred at 0° C. for 30 min and a pale precipitate precipitated out. This was filtered out, washed with diethyl ether and dried under a high vacuum... Starting materials: CCO, Cl, O=C(NOCCO)c1ccc(F)c(F)c1Nc1ccc(C#CCOC2CCCCO2)cc1F, O. Product: O=C(NOCCO)c1ccc(F)c(F)c1Nc1ccc(C#CCO)cc1F. As a reaction SMILES: [CH3:35][CH2:36][OH:37].[ClH:34].[F:1][c:2]1[c:3]([NH:16][c:17]2[c:18]([F:33])[cH:19][c:20]([C:23]#[C:24][CH2:25][O:26][CH:27]3[CH2:28][CH2:29][CH2:30][CH2:31][O:32]3)[cH:21][cH:22]2)[c:4]([C:5](=[O:6])[NH:7][O:8][CH2:9][CH2:10][OH:11])[cH:12][cH:13][c:14]1[F:15].[OH2:38]>>[F:1][c:2]1[c:3]([NH:16][c:17]2[c:18]([F:33])[cH:19][c:20]([C:23]#[C:24][CH2:25][OH:26])[cH:21][cH:22]2)[c:4]([C:5](=[O:6])[NH:7][O:8][CH2:9][CH2:10][OH:11])[cH:12][cH:13][c:14]1[F:15]. Starting materials: N[C@@H](C(C)C)CO (L-Valinol), N([C@@H](CCCCNC(C1=CC=C(OC)C=C1)(C1=CC=CC=C1)C1=CC=CC=C1)C(=O)O)C(=O)OCC1C2=CC=CC=C2C2=CC=CC=C12 (Fmoc-Lys(MMT)-OH), CCOC1C=CC2=CC=CC=C2N1C(=O)OCC (EEDQ). Solvent: ClCCl (dichloromethane). Yields the product N([C@@H](CCCCNC(C1=CC=C(OC)C=C1)(C1=CC=CC=C1)C1=CC=CC=C1)C(=O)O)C(=O)OCC1C2=CC=CC=C2C2=CC=CC=C12.N[C@@H](C(C)C)CO (Fmoc-Lys(MMT) valinol). Yield: 70.0%. As a reaction SMILES: [NH2:1][C@H:2]([CH2:6][OH:7])[CH:3]([CH3:5])[CH3:4].[NH:8]([C:39]([O:41][CH2:42][CH:43]1[C:55]2[C:50](=[CH:51][CH:52]=[CH:53][CH:54]=2)[C:49]2[C:44]1=[CH:45][CH:46]=[CH:47][CH:48]=2)=[O:40])[C@H:9]([C:36]([OH:38])=[O:37])[CH2:10][CH2:11][CH2:12][CH2:13][NH:14][C:15]([C:30]1[CH:35]=[CH:34][CH:33]=[CH:32][CH:31]=1)([C:24]1[CH:29]=[CH:28][CH:27]=[CH:26][CH:25]=1)[C:16]1[CH:23]=[CH:22][C:19]([O:20][CH3:21])=[CH:18][CH:17]=1.CCOC1N(C(OCC)=O)C2C(=CC=CC=2)C=C1>ClCCl>[NH:8]([C:39]([O:41][CH2:42][CH:43]1[C:55]2[C:50](=[CH:51][CH:52]=[CH:53][CH:54]=2)[C:49]2[C:44]1=[CH:45][CH:46]=[CH:47][CH:48]=2)=[O:40])[C@H:9]([C:36]([OH:38])=[O:37])[CH2:10][CH2:11][CH2:12][CH2:13][NH:14][C:15]([C:24]1[CH:29]=[CH:28][CH:27]=[CH:26][CH:25]=1)([C:30]1[CH:35]=[CH:34][CH:33]=[CH:32][CH:31]=1)[C:16]1[CH:17]=[CH:18][C:19]([O:20][CH3:21])=[CH:22][CH:23]=1.[NH2:1][C@H:2]([CH2:6][OH:7])[CH:3]([CH3:5])[CH3:4] |f:4.5|. Procedure: The synthesis is schematically shown in Scheme-2. L-Valinol (40 mg) was reacted with commercially available Fmoc-Lys(MMT)-OH (253 mg) and EEDQ (107 mg) in 10 mL of anhydrous dichloromethane at ambient temperature, under argon, for 3 h. Extractive work up followed by flash chromatography furnished the product Fmoc-Lys(MMT)-valinol as a pale yellow liquid (200 mg; ˜70% yield). HPLC: tR14.38 min; electrospray mass spectrum: M+H: m/z 727. This intermediate (200 mg) was deprotected with diethylamine ... Reactants: BrC=1C=[N+](C2=CC=CC=C2C1[N+](=O)[O-])[O-] (3-Bromo-4-nitroquinoline-N-oxide), N1CCCCC1 (piperidine). Run in O1CCCC1 (tetrahydrofuran). Product: [N+](=O)([O-])C1=C(C=[N+](C2=CC=CC=C12)[O-])N1CCCCC1 (4-nitro-3-piperidinoquinoline-N-oxide). Reaction SMILES: Br[C:2]1[CH:3]=[N+:4]([O-:15])[C:5]2[C:10]([C:11]=1[N+:12]([O-:14])=[O:13])=[CH:9][CH:8]=[CH:7][CH:6]=2.[NH:16]1[CH2:21][CH2:20][CH2:19][CH2:18][CH2:17]1>O1CCCC1>[N+:12]([C:11]1[C:10]2[C:5](=[CH:6][CH:7]=[CH:8][CH:9]=2)[N+:4]([O-:15])=[CH:3][C:2]=1[N:16]1[CH2:21][CH2:20][CH2:19][CH2:18][CH2:17]1)([O-:14])=[O:13]. Procedure: 3-Bromo-4-nitroquinoline-N-oxide (10 g, 0.037 mol) was dissolved in tetrahydrofuran (100 ml). To the solution, piperidine (7.9 g, 0.093 mol) was added and the mixture was stirred at room temperature until gradual crystallization occurred. Tetrahydrofuran was distilled off from the whole reaction mixture under vacuum and the residue was dissolved in chloroform. The chloroform layer was washed with water and dried with anhydrous sodium sulfate. After distilling off the chloroform under vacuum, the... Reactants: [Sn](Cl)Cl (tin(II) chloride), CC1=NSC(=N1)C1=CC=C(C=C1)[N+](=O)[O-] (3-methyl-5-(4-nitro-phenyl)-[1,2,4]thiadiazole), C(O)([O-])=O.[Na+] (sodium hydrogen carbonate). Solvent: C(C)O (ethanol). Run at temperature 70 celsius, time 30 minute. The product is CC1=NSC(=N1)C1=CC=C(C=C1)N (4-(3-Methyl-[1,2,4]thiadiazol-5-yl)-phenylamine). Yield: 136.0%. RXN SMILES: [CH3:1][C:2]1[N:6]=[C:5]([C:7]2[CH:12]=[CH:11][C:10]([N+:13]([O-])=O)=[CH:9][CH:8]=2)[S:4][N:3]=1.[Sn](Cl)Cl.C(=O)([O-])O.[Na+]>C(O)C>[CH3:1][C:2]1[N:6]=[C:5]([C:7]2[CH:12]=[CH:11][C:10]([NH2:13])=[CH:9][CH:8]=2)[S:4][N:3]=1 |f:2.3|. Reported procedure: To a suspension of 3-methyl-5-(4-nitro-phenyl)-[1,2,4]thiadiazole (104 mg, 0.423 mmol, CAS 800408-77-9) in ethanol (4.3 mL) was added tin(II) chloride (401 mg, 2.1 mmol) and the reaction was heated to 70° C. for 4 hours. The yellow solution was poured onto saturated aqueous sodium hydrogen carbonate solution and the mixture was stirred for 30 minutes. The precipitate was filtered off, washed with water. The solid was heated 3 times with tetrahydrofurane and filtered. The collected organic layers... Starting materials: COc1c(C)c(Cc2ccc(OCc3ccccc3)c(C(=O)N3CCOCC3)c2)c(OC)c(OC)c1OC, CCO, [H][H]. Yields the product COc1c(C)c(Cc2ccc(O)c(C(=O)N3CCOCC3)c2)c(OC)c(OC)c1OC. Reaction SMILES: [CH3:1][O:2][c:3]1[c:4]([CH3:38])[c:5]([CH2:6][c:7]2[cH:8][cH:9][c:10]([O:21][CH2:22][c:23]3[cH:24][cH:25][cH:26][cH:27][cH:28]3)[c:11]([C:12](=[O:13])[N:14]3[CH2:15][CH2:16][O:17][CH2:18][CH2:19]3)[cH:20]2)[c:29]([O:36][CH3:37])[c:30]([O:34][CH3:35])[c:31]1[O:32][CH3:33].[CH3:41][CH2:42][OH:43].[H:39][H:40]>>[CH3:1][O:2][c:3]1[c:4]([CH3:38])[c:5]([CH2:6][c:7]2[cH:8][cH:9][c:10]([OH:21])[c:11]([C:12](=[O:13])[N:14]3[CH2:15][CH2:16][O:17][CH2:18][CH2:19]3)[cH:20]2)[c:29]([O:36][CH3:37])[c:30]([O:34][CH3:35])[c:31]1[O:32][CH3:33]. Reactants: ClC1=CC=C(C=C1)C=1C=C(C=NC1OCC(F)(F)F)C(=O)O (5-(4-chlorophenyl)-6-(2,2,2-trifluoroethoxy)-3-pyridinecarboxylic acid), CC(C)C=1SC=C(N1)CN (2-(1-methylethyl)-4-thiazolemethanamine). Product: ClC1=CC=C(C=C1)C=1C(=NC=C(C(=O)NCC=2N=C(SC2)C(C)C)C1)OCC(F)(F)F (5-(4-chloro-phenyl)-N-(2-isopropyl-thiazol-4-ylmethyl)-6-(2,2,2-trifluoro-ethoxy)-nicotinamide). As a reaction SMILES: [Cl:1][C:2]1[CH:7]=[CH:6][C:5]([C:8]2[CH:9]=[C:10]([C:20](O)=[O:21])[CH:11]=[N:12][C:13]=2[O:14][CH2:15][C:16]([F:19])([F:18])[F:17])=[CH:4][CH:3]=1.[CH3:23][CH:24]([C:26]1[S:27][CH:28]=[C:29]([CH2:31][NH2:32])[N:30]=1)[CH3:25]>>[Cl:1][C:2]1[CH:3]=[CH:4][C:5]([C:8]2[C:13]([O:14][CH2:15][C:16]([F:18])([F:17])[F:19])=[N:12][CH:11]=[C:10]([CH:9]=2)[C:20]([NH:32][CH2:31][C:29]2[N:30]=[C:26]([CH:24]([CH3:25])[CH3:23])[S:27][CH:28]=2)=[O:21])=[CH:6][CH:7]=1. Procedure: The title compound was synthesized in analogy to Example 1, using 5-(4-chlorophenyl)-6-(2,2,2-trifluoroethoxy)-3-pyridinecarboxylic acid (CAS Registry No. 1018782-82-5) and 2-(1-methylethyl)-4-thiazolemethanamine as starting materials, LC-MS (UV peak area/ESI) 98%, 470.090 (M+H)+.